Dataset: the Open Reaction Database (ORD), a public repository of structured organic reaction records. Task: describe an organic reaction: reactants, conditions, products, and yield Starting materials: COC([C@H]1NCC[C@@H]1CC)=O (trans-3-ethylproline methyl ester), CO (CH3OH), [OH-].[Na+] (NaOH). Conditions: temperature 0 celsius, time 20 hour. The product is COC([C@H]1N(CC[C@H]1CC)C(=O)OC(C)(C)C)=O (N-[(tert-Butyloxy)carbonyl]-cis-3-ethylproline methyl ester). As a reaction SMILES: [CH3:1][O:2][C:3](=[O:11])[C@@H:4]1[C@@H:8]([CH2:9][CH3:10])[CH2:7][CH2:6][NH:5]1.[OH-:12].[Na+].[CH3:14][OH:15]>>[CH3:1][O:2][C:3](=[O:11])[C@@H:4]1[C@H:8]([CH2:9][CH3:10])[CH2:7][CH2:6][N:5]1[C:14]([O:15][C:8]([CH3:9])([CH3:4])[CH3:7])=[O:12] |f:1.2|. Procedure details: N-[(tert Butyloxy)carbonyl]-cis, trans-3-ethylproline methyl ester (29.1 g, 0.113 mol) was dissolved in CH3OH (114 mL) with cooling to 0° C., then treated with 1N NaOH (114 mL). After stirring for 20 h at 23° C., the solution was concentrated to remove the CH3OH and then extracted with EtOAc (3×). The organic layers were combined, dried (MgSO4), filtered, and concentrated to give 12.8 g of N-[(tert-Butyloxy)carbonyl]-cis-3-ethylproline methyl ester as an oil. The aqueous layer was acidified with...